Dataset: the Open Reaction Database (ORD), a public repository of structured organic reaction records. Task: describe an organic reaction: reactants, conditions, products, and yield The reactants are CC(C)(C)OC(=O)NC(Cc1ccccc1)C1CO1, c1c[nH]cn1. The product is CC(C)(C)OC(=O)NC(Cc1ccccc1)C(O)Cn1ccnc1. RXN SMILES: [C:1]([CH3:2])([CH3:3])([CH3:4])[O:5][C:6]([NH:7][CH:8]([CH2:9][c:10]1[cH:11][cH:12][cH:13][cH:14][cH:15]1)[CH:16]1[O:17][CH2:18]1)=[O:19].[nH:20]1[cH:21][n:22][cH:23][cH:24]1>>[C:1]([CH3:2])([CH3:3])([CH3:4])[O:5][C:6]([NH:7][CH:8]([CH2:9][c:10]1[cH:11][cH:12][cH:13][cH:14][cH:15]1)[CH:16]([OH:17])[CH2:18][n:20]1[cH:21][n:22][cH:23][cH:24]1)=[O:19].